Dataset: the Open Reaction Database (ORD), a public repository of structured organic reaction records. Task: describe an organic reaction: reactants, conditions, products, and yield Reactants: 29.6, C1(=CC=CC=C1)CN1CCC(CC1)C(C#N)C=1SC=CC1 (1-(phenylmethyl)-α-(2-thienyl)-4-piperidineacetonitrile), CS(=O)C (dimethyl sulfoxide), [H-].[Na+] (sodium hydride). Run at time 8 hour. The product is 10, C1(=CC=CC=C1)CN1CCC(CC1)C(=O)C=1SC=CC1 ([1-(phenylmethyl)-4-piperidinyl](2-thienyl)methanone). The yield is 35.0%. As a reaction SMILES: [C:1]1([CH2:7][N:8]2[CH2:13][CH2:12][CH:11]([CH:14]([C:17]3[S:18][CH:19]=[CH:20][CH:21]=3)C#N)[CH2:10][CH2:9]2)[CH:6]=[CH:5][CH:4]=[CH:3][CH:2]=1.[H-].[Na+].CS(C)=[O:26]>>[C:1]1([CH2:7][N:8]2[CH2:13][CH2:12][CH:11]([C:14]([C:17]3[S:18][CH:19]=[CH:20][CH:21]=3)=[O:26])[CH2:10][CH2:9]2)[CH:6]=[CH:5][CH:4]=[CH:3][CH:2]=1 |f:1.2|. Procedure details: To a stirred mixture of 29.6 parts of 1-(phenylmethyl)-α-(2-thienyl)-4-piperidineacetonitrile in 100 parts of dimethyl sulfoxide are added portionwise 4 parts of a sodium hydride dispersion 60%. Upon completion, stirring is continued overnight. The reaction mixture is poured onto water. The precipitated product is filtered off and extracted with trichloromethane. The extract is dried, filtered and evaporated. The residue is crystallized from 2,2'-oxybispropane, yielding 10 parts (35%) of [1-(phe...